Dataset: the Open Reaction Database (ORD), a public repository of structured organic reaction records. Task: describe an organic reaction: reactants, conditions, products, and yield The reactants are O=C([O-])[O-], Fc1ccnc(Cl)c1, Cc1nc(C#Cc2cccc(Cl)c2)c[nH]1, [Cs+], [Cs+], CN(C)C=O. The product is Cc1nc(C#Cc2cccc(Cl)c2)cn1-c1ccnc(Cl)c1. Reaction SMILES: [C:24](=[O:25])([O-:26])[O-:27].[Cl:16][c:17]1[n:18][cH:19][cH:20][c:21]([F:23])[cH:22]1.[Cl:1][c:2]1[cH:3][c:4]([C:8]#[C:9][c:10]2[n:11][c:12]([CH3:15])[nH:13][cH:14]2)[cH:5][cH:6][cH:7]1.[Cs+:28].[Cs+:29].[O:30]=[CH:31][N:32]([CH3:33])[CH3:34]>>[Cl:1][c:2]1[cH:3][c:4]([C:8]#[C:9][c:10]2[n:11][c:12]([CH3:15])[n:13](-[c:21]3[cH:20][cH:19][n:18][c:17]([Cl:16])[cH:22]3)[cH:14]2)[cH:5][cH:6][cH:7]1. Reactants: C(C)(=O)O[BH-](OC(C)=O)OC(C)=O.[Na+] (Sodium triacetoxyborohydride), C(C)N (Ethylamine), C(C)(C)(C)C1=NN(C=C1C=O)CC(=O)NC1=C(C2=C(S1)CCCC2)C(=O)N (2-(2-(3-tert-butyl-4-formyl-1H-pyrazol-1-yl)acetamido)-4,5,6,7-tetrahydrobenzo[b]thiophene-3-carboxamide), C(C)(=O)O (acetic acid). The solvent is CN(C)C=O (DMF), O (Water). Run at time 17 hour. Yields the product C(C)(C)(C)C1=NN(C=C1CNCC)CC(=O)NC1=C(C2=C(S1)CCCC2)C(=O)N (2-(2-(3-tert-butyl-4-((ethylamino)methyl)-1H-pyrazol-1-yl)acetamido)-4,5,6,7-tetrahydrobenzo[b]thiophene-3-carboxamide). Isolated yield 8.0%. Reaction SMILES: [CH2:1]([NH2:3])[CH3:2].[C:4]([C:8]1[C:12]([CH:13]=O)=[CH:11][N:10]([CH2:15][C:16]([NH:18][C:19]2[S:23][C:22]3[CH2:24][CH2:25][CH2:26][CH2:27][C:21]=3[C:20]=2[C:28]([NH2:30])=[O:29])=[O:17])[N:9]=1)([CH3:7])([CH3:6])[CH3:5].C(O)(=O)C.C(O[BH-](OC(=O)C)OC(=O)C)(=O)C.[Na+]>CN(C=O)C.O>[C:4]([C:8]1[C:12]([CH2:13][NH:3][CH2:1][CH3:2])=[CH:11][N:10]([CH2:15][C:16]([NH:18][C:19]2[S:23][C:22]3[CH2:24][CH2:25][CH2:26][CH2:27][C:21]=3[C:20]=2[C:28]([NH2:30])=[O:29])=[O:17])[N:9]=1)([CH3:7])([CH3:5])[CH3:6] |f:3.4|. Procedure: Ethylamine (175 mg, 0.205 mL, 3.89 mmol) was added to a solution of 2-(2-(3-tert-butyl-4-formyl-1H-pyrazol-1-yl)acetamido)-4,5,6,7-tetrahydrobenzo[b]thiophene-3-carboxamide (151 mg, 0.389 mmol) and acetic acid (0.5 mL) in DMF (2.5 mL). Sodium triacetoxyborohydride (824 mg, 3.89 mmol) was added and the mixture stirred for 17 h. Water (300 μL) was added and the reaction stirred for 30 min. The reaction was filtered and purified by preparative reverse phase HPLC. The clean fractions were passed dow... Reactants: N1=CC(=CC=C1)C1=NC2=C(C=CC=C2C=N1)C(=O)OC (methyl 2-(pyridin-3-yl)quinazoline-8-carboxylate), [Li+].[OH-] (LiOH). Run in C1CCOC1.O (THF H2O). Run at temperature 50 celsius, time 2 hour. Product: N1=CC(=CC=C1)C1=NC2=C(C=CC=C2C=N1)C(=O)O (2-(pyridin-3-yl)quinazoline-8-carboxylic acid). Yield: 90.5%. As a reaction SMILES: [N:1]1[CH:6]=[CH:5][CH:4]=[C:3]([C:7]2[N:16]=[CH:15][C:14]3[C:9](=[C:10]([C:17]([O:19]C)=[O:18])[CH:11]=[CH:12][CH:13]=3)[N:8]=2)[CH:2]=1.[Li+].[OH-]>C1COCC1.O>[N:1]1[CH:6]=[CH:5][CH:4]=[C:3]([C:7]2[N:16]=[CH:15][C:14]3[C:9](=[C:10]([C:17]([OH:19])=[O:18])[CH:11]=[CH:12][CH:13]=3)[N:8]=2)[CH:2]=1 |f:1.2,3.4|. Procedure details: A mixture of methyl 2-(pyridin-3-yl)quinazoline-8-carboxylate (3.5 g, 13.2 mmol) and LiOH (0.48 g, 19.8 mmol) in 1:1 THF/H2O (50 mL) was stirred at 50° C. for 2 hours. The solvent was removed in vacuo and water (20 mL) was added. Aqueous solution was adjusted to pH=3 with 1N aqueous hydrochloride solution. The mixture was extracted with ethyl acetate (3×50 mL). The combined organic layers were dried (Na2SO4), concentrated in vacuo, and purified by silica gel column chromatography (2.5% MeOH in C... The reactants are CS(C)=O, CO, Clc1ccc2c(C3CCNCC3)c[nH]c2c1, c1cc(OCC2CO2)c2cc[nH]c2c1. The product is OC(COc1cccc2[nH]ccc12)CN1CCC(c2c[nH]c3cc(Cl)ccc23)CC1. As a reaction SMILES: [CH3:31][S:32]([CH3:33])=[O:34].[CH3:35][OH:36].[Cl:1][c:2]1[cH:3][cH:4][c:5]2[c:6]([CH:11]3[CH2:12][CH2:13][NH:14][CH2:15][CH2:16]3)[cH:7][nH:8][c:9]2[cH:10]1.[O:17]1[CH:18]([CH2:20][O:21][c:22]2[c:23]3[cH:24][cH:25][nH:26][c:27]3[cH:28][cH:29][cH:30]2)[CH2:19]1>>[Cl:1][c:2]1[cH:3][cH:4][c:5]2[c:6]([CH:11]3[CH2:12][CH2:13][N:14]([CH2:19][CH:18]([OH:17])[CH2:20][O:21][c:22]4[c:23]5[cH:24][cH:25][nH:26][c:27]5[cH:28][cH:29][cH:30]4)[CH2:15][CH2:16]3)[cH:7][nH:8][c:9]2[cH:10]1. The reactants are [H-].[Na+] (sodium hydride), C1(CC1)CBr (cyclopropylmethyl bromide), C1=CC=C(C=2OC3=C(C21)C=CC=C3)O (Dibenzo[b,d]furan-4-ol). The solvent is CN(C)C=O (DMF), CN(C)C=O (DMF), CN(C)C=O (DMF). The product is C1(CC1)COC1=CC=CC2=C1OC1=C2C=CC=C1 (4-Cyclopropylmethoxydibenzo[b,d]furan). Yield: 89.7%. Reaction SMILES: [CH:1]1[C:9]2[C:8]3[CH:10]=[CH:11][CH:12]=[CH:13][C:7]=3[O:6][C:5]=2[C:4]([OH:14])=[CH:3][CH:2]=1.[H-].[Na+].[CH:17]1([CH2:20]Br)[CH2:19][CH2:18]1>CN(C=O)C>[CH:17]1([CH2:20][O:14][C:4]2[C:5]3[O:6][C:7]4[CH:13]=[CH:12][CH:11]=[CH:10][C:8]=4[C:9]=3[CH:1]=[CH:2][CH:3]=2)[CH2:19][CH2:18]1 |f:1.2|. Procedure details: A solution of Dibenzo[b,d]furan-4-ol (1 g, 5.43 mmol) in DMF (5 ml) was added to a stirred and cooled (0° C.) suspension of 60% sodium hydride (326 mg, 8.12 mmol) in DMF (20 ml). The mixture was stirred at 0° C. for 5 min and cyclopropylmethyl bromide (1.31 g, 10.85 mmol) in DMF (5 ml) was added dropwise over a period of 10 min. The cooling bath was removed and the mixture was stirred for 1 h at room temperature. The reaction mixture was diluted with ice-cold water (100 ml) and extracted with Et... The reactants are CN(C=C1C(C(CCC1)C(=O)OCC)=O)C (ethyl 3-[1-dimethylamino-methylidene]-2-oxo-cyclohexanecarboxylate), [N+](=O)(O)[O-].[N+](=O)(O)[O-].FC=1C=C(C=CC1N1C=NC(=C1)C)NC(=N)N (N-[3-fluoro-4-(4-methyl-imidazol-1-yl)-phenyl]-guanidine dinitrate). Yields the product FC=1C=C(C=CC1N1C=NC(=C1)C)NC1=NC=2C(CCCC2C=N1)C(=O)OCC (Ethyl 2-[3-fluoro-4-(4-methyl-imidazol-1-yl)-phenylamino]-5,6,7,8-tetrahydro-quinazoline-8-carboxylate), solid. Isolated yield 18.0%. As a reaction SMILES: CN(C)[CH:3]=[C:4]1[CH2:9][CH2:8][CH2:7][CH:6]([C:10]([O:12][CH2:13][CH3:14])=[O:11])[C:5]1=O.[N+]([O-])(O)=O.[N+]([O-])(O)=O.[F:25][C:26]1[CH:27]=[C:28]([NH:38][C:39]([NH2:41])=[NH:40])[CH:29]=[CH:30][C:31]=1[N:32]1[CH:36]=[C:35]([CH3:37])[N:34]=[CH:33]1>>[F:25][C:26]1[CH:27]=[C:28]([NH:38][C:39]2[N:41]=[CH:3][C:4]3[CH2:9][CH2:8][CH2:7][CH:6]([C:10]([O:12][CH2:13][CH3:14])=[O:11])[C:5]=3[N:40]=2)[CH:29]=[CH:30][C:31]=1[N:32]1[CH:36]=[C:35]([CH3:37])[N:34]=[CH:33]1 |f:1.2.3|. Reported procedure: The title compound was prepared from crude ethyl 3-[1-dimethylamino-methylidene]-2-oxo-cyclohexanecarboxylate (165 mg, 0.5 mmol) and N-[3-fluoro-4-(4-methyl-imidazol-1-yl)-phenyl]-guanidine dinitrate (134 mg, 0.37 mmol) using in analogous manner the procedure described in example 45b). Obtained as an off-white solid (27 mg, 18%). MS ISP (m/e): 396.4 [(M+H)+]. mp 142-145° C.